From a dataset of the Open Reaction Database (ORD), a public repository of structured organic reaction records. describe an organic reaction: reactants, conditions, products, and yield Starting materials: N1(CCC(CC1)C1CCNCC1)C(=O)OC(C)(C)C (tert-butyl 4,4′-bipiperidine-1-carboxylate), ClC1=NC=C(N=C1)Cl (2,5-dichloropyrazine), N12CCCCCC2=NCCC1 (1,8-diazabicyclo[5.4.0]-undec-7-ene). The solvent is C(C)(=O)OCC (ethyl acetate), CN1CCCC1=O (NMP). Run at temperature 110 celsius. Yields the product C(C)(C)(C)OC(=O)N1CCC(CC1)C1CCN(CC1)C1=NC=C(N=C1)Cl (tert-butyl-1′-(5-chloropyrazin-2-yl)-4,4′-bipiperidine-1-carboxylate). RXN SMILES: [N:1]1([C:13]([O:15][C:16]([CH3:19])([CH3:18])[CH3:17])=[O:14])[CH2:6][CH2:5][CH:4]([CH:7]2[CH2:12][CH2:11][NH:10][CH2:9][CH2:8]2)[CH2:3][CH2:2]1.[Cl:20][C:21]1[CH:26]=[N:25][C:24](Cl)=[CH:23][N:22]=1.N12CCCN=C1CCCCC2>CN1C(=O)CCC1.C(OCC)(=O)C>[C:16]([O:15][C:13]([N:1]1[CH2:6][CH2:5][CH:4]([CH:7]2[CH2:12][CH2:11][N:10]([C:24]3[CH:23]=[N:22][C:21]([Cl:20])=[CH:26][N:25]=3)[CH2:9][CH2:8]2)[CH2:3][CH2:2]1)=[O:14])([CH3:19])([CH3:18])[CH3:17]. Reported procedure: The tert-butyl 4,4′-bipiperidine-1-carboxylate (1.27 g, 4.7 mmol) and 2,5-dichloropyrazine (670 mg, 4.5 mmol) were dissolved in NMP (5 ml) at room temperature, and 1,8-diazabicyclo[5.4.0]-undec-7-ene (1 mL, 6.8 mmol) added drop-wise. The mixture was heated at 110° C. for 1 h, allowed to cool to r.t. and diluted with 50 mL of ethyl acetate. The solution was washed with water (10 mL ×1), brine (10 mL ×1), dried over magnesium sulfate, filtered, and concentrated in vac. The residue was purified by ...